Dataset: the Open Reaction Database (ORD), a public repository of structured organic reaction records. Task: describe an organic reaction: reactants, conditions, products, and yield The reactants are COc1ccc(C(=O)Oc2ccc([N+](=O)[O-])cc2)c2c3cc(Cl)ccc3n(Cc3ccccc3)c12, Nc1c(Cl)cncc1Cl, Cl, [H-], [Na+], CN(C)C=O, O. The product is COc1ccc(C(=O)Nc2c(Cl)cncc2Cl)c2c3cc(Cl)ccc3n(Cc3ccccc3)c12. As a reaction SMILES: [CH2:1]([c:2]1[cH:3][cH:4][cH:5][cH:6][cH:7]1)[n:8]1[c:9]2[cH:10][cH:11][c:12]([Cl:35])[cH:13][c:14]2[c:15]2[c:16]([C:23](=[O:24])[O:25][c:26]3[cH:27][cH:28][c:29]([N+:30]([O-:31])=[O:32])[cH:33][cH:34]3)[cH:17][cH:18][c:19]([O:21][CH3:22])[c:20]12.[Cl:36][c:37]1[cH:38][n:39][cH:40][c:41]([Cl:44])[c:42]1[NH2:43].[ClH:47].[H-:45].[Na+:46].[O:48]=[CH:49][N:50]([CH3:51])[CH3:52].[OH2:53]>>[CH2:1]([c:2]1[cH:3][cH:4][cH:5][cH:6][cH:7]1)[n:8]1[c:9]2[cH:10][cH:11][c:12]([Cl:35])[cH:13][c:14]2[c:15]2[c:16]([C:23](=[O:24])[NH:43][c:42]3[c:37]([Cl:36])[cH:38][n:39][cH:40][c:41]3[Cl:44])[cH:17][cH:18][c:19]([O:21][CH3:22])[c:20]12. Procedure details: The starting 5-nitro-1,4,4a,9a-tetrahydroanthraquinone of formula II is known and can be prepared e.g. by Diels-Alder reaction of butadiene with 5-nitro-1,4-naphthoquinone. 5-Nitro-1,4-naphthoquinone can in turn be obtained e.g. by electrolytic oxidation of 1-nitronaphthalene or by nitration of 1,4-naphthoquinone. The reactants are [N+](=O)([O-])C1=C2C(C3CC=CCC3C(C2=CC=C1)=O)=O (5-nitro-1,4,4a,9a-tetrahydroanthraquinone), formula II, C=CC=C (butadiene), [N+](=O)([O-])C1=C2C(C=CC(C2=CC=C1)=O)=O (5-nitro-1,4-naphthoquinone). RXN SMILES: [N+:1]([C:4]1[CH:17]=[CH:16][CH:15]=[C:14]2[C:5]=1[C:6](=[O:19])[CH:7]1[CH:12]([C:13]2=[O:18])CC=CC1)([O-:3])=[O:2].C=CC=C.[N+:24]([C:27]1[CH:36]=[CH:35][CH:34]=[C:33]2[C:28]=1[C:29](=O)[CH:30]=[CH:31][C:32]2=O)([O-:26])=[O:25]>>[N+:1]([C:4]1[CH:17]=[CH:16][CH:15]=[C:14]2[C:5]=1[C:6](=[O:19])[CH:7]=[CH:12][C:13]2=[O:18])([O-:3])=[O:2].[N+:24]([C:27]1[C:28]2[C:33](=[CH:32][CH:31]=[CH:30][CH:29]=2)[CH:34]=[CH:35][CH:36]=1)([O-:26])=[O:25]. Yields the product [N+](=O)([O-])C1=C2C(C=CC(C2=CC=C1)=O)=O (5-Nitro-1,4-naphthoquinone), [N+](=O)([O-])C1=CC=CC2=CC=CC=C12 (1-nitronaphthalene).